This data is from the Open Reaction Database (ORD), a public repository of structured organic reaction records. The task is: describe an organic reaction: reactants, conditions, products, and yield The reactants are CCOC(=O)c1c(O)c2ccc(C)nc2n(CC)c1=O, CC(=O)O, [Na+], [OH-]. Product: CCn1c(=O)cc(O)c2ccc(C)nc21. Reaction SMILES: [CH2:1]([O:2][C:3](=[O:4])[c:6]1[c:7](=[O:20])[n:8]([CH2:18][CH3:19])[c:9]2[n:10][c:11]([CH3:17])[cH:12][cH:13][c:14]2[c:15]1[OH:16])[CH3:5].[CH3:23][C:24](=[O:25])[OH:26].[Na+:22].[OH-:21]>>[cH:6]1[c:7](=[O:20])[n:8]([CH2:18][CH3:19])[c:9]2[n:10][c:11]([CH3:17])[cH:12][cH:13][c:14]2[c:15]1[OH:16]. Starting materials: BrC=1N=C2C(=NC1)N(C=C2C(=O)O)COCC[Si](C)(C)C (2-bromo-5-(2-trimethylsilanylethoxymethyl)-5H-pyrrolo[2,3-b]pyrazine-7-carboxylic acid), C=1C=CC2=C(C1)N=NN2O (HOBT), C(CCl)Cl (EDC), CC([C@H](C)N)(C)C ((S)-3,3-dimethylbutan-2-amine), C(C)(C)N(C(C)C)CC (N,N-diisopropylethylamine). Solvent: CN(C)C=O (DMF). Reaction conditions: time 8 hour. Yields the product C[C@@H](C(C)(C)C)NC(=O)C1=CN(C2=NC=C(N=C21)Br)COCC[Si](C)(C)C (2-bromo-5-(2-trimethylsilanyl-ethoxymethyl)-5H-pyrrolo[2,3-b]pyrazine-7-carboxylic acid ((S)-1,2,2-trimethyl-propyl)-amide). Isolated yield 53.2%. Reaction SMILES: [Br:1][C:2]1[N:3]=[C:4]2[C:10]([C:11]([OH:13])=O)=[CH:9][N:8]([CH2:14][O:15][CH2:16][CH2:17][Si:18]([CH3:21])([CH3:20])[CH3:19])[C:5]2=[N:6][CH:7]=1.C1C=CC2N(O)N=NC=2C=1.C(Cl)CCl.[CH3:36][C:37]([CH3:42])([CH3:41])[C@@H:38]([NH2:40])[CH3:39].C(N(CC)C(C)C)(C)C>CN(C=O)C>[CH3:39][C@H:38]([NH:40][C:11]([C:10]1[C:4]2[C:5](=[N:6][CH:7]=[C:2]([Br:1])[N:3]=2)[N:8]([CH2:14][O:15][CH2:16][CH2:17][Si:18]([CH3:21])([CH3:20])[CH3:19])[CH:9]=1)=[O:13])[C:37]([CH3:42])([CH3:41])[CH3:36]. Reported procedure: A round-bottomed flask was charged with 2-bromo-5-(2-trimethylsilanylethoxymethyl)-5H-pyrrolo[2,3-b]pyrazine-7-carboxylic acid (150 mg, 0.40 mmol), HOBT (68 mg, 0.44 mmol) and EDC (85 mg, 0.44 mmol). DMF (1.8 ml) was added followed by (S)-3,3-dimethylbutan-2-amine (0.10 ml, 0.73 mmol) and N,N-diisopropylethylamine (0.11 ml, 0.63 mmol). The reaction mixture was stirred at room temperature overnight then quenched with water and extracted with diethyl ether (2×). The combined organic layers were wa... Starting materials: O=C([O-])[O-], C=CCI, O=c1[nH]c2cc(Cl)ccc2s1, [K+], [K+], CN(C)C=O. The product is C=CCn1c(=O)sc2ccc(Cl)cc21. As a reaction SMILES: [C:12](=[O:13])([O-:14])[O-:15].[CH2:18]([CH:19]=[CH2:20])[I:21].[Cl:1][c:2]1[cH:3][cH:4][c:5]2[c:6]([nH:7][c:8](=[O:10])[s:9]2)[cH:11]1.[K+:16].[K+:17].[O:22]=[CH:23][N:24]([CH3:25])[CH3:26]>>[Cl:1][c:2]1[cH:3][cH:4][c:5]2[c:6]([n:7]([CH2:20][CH:19]=[CH2:18])[c:8](=[O:10])[s:9]2)[cH:11]1. The reactants are CN(/C=C/C1=C(C#N)C=CN=C1)C ((E)-3-(2-(dimethylamino)vinyl)isonicotinonitrile), C(C)O (ethanol), Br (HBr). The product is C1(NC=CC2=CN=CC=C12)=O (2,6-naphthyridin-1 (2H)-one). RXN SMILES: CN(C)/[CH:3]=[CH:4]/[C:5]1[CH:12]=[N:11][CH:10]=[CH:9][C:6]=1[C:7]#[N:8].Br.C([OH:17])C>>[C:7]1(=[O:17])[C:6]2[C:5](=[CH:12][N:11]=[CH:10][CH:9]=2)[CH:4]=[CH:3][NH:8]1. Procedure details: To a suspension of (E)-3-(2-(dimethylamino)vinyl)isonicotinonitrile (5 g, 28.9 mmol) in ethanol (50 mL) was added 49 mL of HBr (48% in water) dropwise over 20 minutes. The mixture was heated to reflux overnight for 19 h, and cooled to rt. Upon cooling, fine yellow crystals started to form. The mixture was cooled in the refrigerator for 1.5 h. The crystals were collected by filtration and were washed with ether. To the yellow solid was carefully added sat. aq. NaHCO3 until gas evolution ceased. T... Reactants: C(CC)N(C(=O)C=1N(C2=CC=C(C=C2C1)OC)CC1=CC=CC=C1)CCC (2-(di-n-propylaminocarbonyl)-5-methoxy-1-benzylindole), [Mg] (magnesium). Run in C(C)(=O)OCC (ethyl acetate), CO (methanol). Conditions: time 12 hour. Yields the product C(CC)N(C(=O)C1N(C2=CC=C(C=C2C1)OC)CC1=CC=CC=C1)CCC (2-(di-n-propylaminocarbonyl)-5-methoxy-1-benzylindoline). The yield is 61.7%. RXN SMILES: [CH2:1]([N:4]([CH2:25][CH2:26][CH3:27])[C:5]([C:7]1[N:8]([CH2:18][C:19]2[CH:24]=[CH:23][CH:22]=[CH:21][CH:20]=2)[C:9]2[C:14]([CH:15]=1)=[CH:13][C:12]([O:16][CH3:17])=[CH:11][CH:10]=2)=[O:6])[CH2:2][CH3:3].[Mg]>CO.C(OCC)(=O)C>[CH2:25]([N:4]([CH2:1][CH2:2][CH3:3])[C:5]([CH:7]1[CH2:15][C:14]2[C:9](=[CH:10][CH:11]=[C:12]([O:16][CH3:17])[CH:13]=2)[N:8]1[CH2:18][C:19]1[CH:24]=[CH:23][CH:22]=[CH:21][CH:20]=1)=[O:6])[CH2:26][CH3:27]. Reported procedure: To a solution of 2-(di-n-propylaminocarbonyl)-5-methoxy-1-benzylindole (654 mg, 1.79 mmol) in 18 mL of methanol was added magnesium turnings (0.87 g, 36 mmol) at 0° C. After the reaction mixture was stirred for 12 h with slowly warming up to room temperature, the reaction mixture was diluted with ethyl acetate, and washed with 1 M HCl, saturated NaHCO3 aqueous solution and brine, and dried over MgSO4. After filtration, the filtrate was concentrated in vacuo, and the residue was purified by silic... Reactants: FC(C(=O)O)(F)F.[N+](=O)([O-])C1=CC=C(CNC(=O)N(C)C2CCNCC2)C=C1 (4-(N-(N-(4-Nitrobenzyl)carbamoyl)-N-methylamino)-piperidine trifluoroacetate), C(=O)[C@H]1CN(C[C@@H]1C1=CC=CC=C1)[C@@H](C(=O)OCC1=CC=C(C=C1)OC)C1CCCCC1 (2-(R)-(3-(R)-formyl-4-(S)-phenyl-pyrrolidin-1-yl)-2-(cyclohexyl)acetic acid, (4-methoxy)benzyl ester). Yields the product [N+](=O)([O-])C1=CC=C(CNC(=O)N(C)C2CCN(CC2)C[C@H]2CN(C[C@@H]2C2=CC=CC=C2)[C@@H](C(=O)O)C2CCCCC2)C=C1 (2-(R)-(3-(S)-(4-(N-(N-(4-Nitrobenzyl)carbamoyl)-N-methylamino)-piperidin-1 yl)methyl-4-(S)-phenyl-pyrrolidin-1-yl)-2-(cyclohexyl)acetic acid). Yield: 60.8%. RXN SMILES: FC(F)(F)C(O)=O.[N+:8]([C:11]1[CH:28]=[CH:27][C:14]([CH2:15][NH:16][C:17]([N:19]([CH:21]2[CH2:26][CH2:25][NH:24][CH2:23][CH2:22]2)[CH3:20])=[O:18])=[CH:13][CH:12]=1)([O-:10])=[O:9].[CH:29]([C@@H:31]1[C@@H:35]([C:36]2[CH:41]=[CH:40][CH:39]=[CH:38][CH:37]=2)[CH2:34][N:33]([C@H:42]([CH:55]2[CH2:60][CH2:59][CH2:58][CH2:57][CH2:56]2)[C:43]([O:45]CC2C=CC(OC)=CC=2)=[O:44])[CH2:32]1)=O>>[N+:8]([C:11]1[CH:12]=[CH:13][C:14]([CH2:15][NH:16][C:17]([N:19]([CH:21]2[CH2:22][CH2:23][N:24]([CH2:29][C@@H:31]3[C@@H:35]([C:36]4[CH:37]=[CH:38][CH:39]=[CH:40][CH:41]=4)[CH2:34][N:33]([C@H:42]([CH:55]4[CH2:60][CH2:59][CH2:58][CH2:57][CH2:56]4)[C:43]([OH:45])=[O:44])[CH2:32]3)[CH2:25][CH2:26]2)[CH3:20])=[O:18])=[CH:27][CH:28]=1)([O-:10])=[O:9] |f:0.1|. Procedure details: The title compound was prepared from 4-(N-(N-(4-nitrobenzyl)carbamoyl)-N-methylamino)-piperidine trifluoroacetate (41 mg, 0.1 mmol, from Step A) and 2-(R)-(3-(R)-formyl-4-(S)-phenyl-pyrrolidin-1-yl)-2(cyclohexyl)acetic acid, 4-(methoxy)benzyl ester (26 mg, 0.05 mmol, Aldehyde 5) according to the method described in Example 1, Step C to give 18 mg (61%) of the title compound. ESI-MS: 592.4 (M+H); BPLC A: 2.12 min. Reactants: O=C(O)C(=O)O, CNCCCC(Oc1cc(Cl)ccc1C#N)c1ccccc1, CC(N)CO. Yields the product O=C(O)C(=O)O, CC(CO)NCCCC(Oc1cc(Cl)ccc1C#N)c1ccccc1. RXN SMILES: [C:1]([C:2](=[O:3])[OH:4])(=[O:5])[OH:6].[Cl:7][c:8]1[cH:9][c:10]([O:16][CH:17]([CH2:18][CH2:19][CH2:20][NH:21][CH3:22])[c:23]2[cH:24][cH:25][cH:26][cH:27][cH:28]2)[c:11]([C:12]#[N:13])[cH:14][cH:15]1.[NH2:29][CH:30]([CH2:31][OH:32])[CH3:33]>>[C:1]([C:2](=[O:3])[OH:4])(=[O:5])[OH:6].[Cl:7][c:8]1[cH:9][c:10]([O:16][CH:17]([CH2:18][CH2:19][CH2:20][NH:29][CH:30]([CH2:31][OH:32])[CH3:33])[c:23]2[cH:24][cH:25][cH:26][cH:27][cH:28]2)[c:11]([C:12]#[N:13])[cH:14][cH:15]1.